Dataset: the Open Reaction Database (ORD), a public repository of structured organic reaction records. Task: describe an organic reaction: reactants, conditions, products, and yield Starting materials: [H-].[Na+] (sodium hydride), C(C)(C)(C)C1=C(C=C(C=C1)O)F (4-tert-butyl-3-fluorophenol), BrCC(=O)OC(C)(C)C (tert-butyl bromoacetate). The product is C(C)(C)(C)C1=C(C=C(OCC(=O)OC(C)(C)C)C=C1)F (tert-Butyl (4-tert-butyl-3-fluorophenoxy)acetate). The yield is 83.2%. RXN SMILES: [H-].[Na+].[C:3]([C:7]1[CH:12]=[CH:11][C:10]([OH:13])=[CH:9][C:8]=1[F:14])([CH3:6])([CH3:5])[CH3:4].Br[CH2:16][C:17]([O:19][C:20]([CH3:23])([CH3:22])[CH3:21])=[O:18]>>[C:3]([C:7]1[CH:12]=[CH:11][C:10]([O:13][CH2:16][C:17]([O:19][C:20]([CH3:23])([CH3:22])[CH3:21])=[O:18])=[CH:9][C:8]=1[F:14])([CH3:6])([CH3:4])[CH3:5] |f:0.1|. Reported procedure: Sixty % sodium hydride (128 mg, 3.2 mmol), 4-tert-butyl-3-fluorophenol (450 mg, 2.7 mmol), tert-butyl bromoacetate (632 mg, 3.2 mmol) were treated in the same procedure described in Example 3(b) to furnish 634 mg (82% yield) of the title compound as a white solid. Reactants: COC(=O)c1ccnc(-c2ccc(OS(=O)(=O)C(F)(F)F)c(C#N)c2)c1, C, COC(=O)c1ccnc(-c2ccc(-c3ccc(OCc4ccccc4)c(C#N)c3)c(C#N)c2)c1, C1CCOC1, CO, [H][H], [Pd]. Product: COC(=O)c1ccnc(-c2ccc(-c3ccc(O)c(C#N)c3)c(C#N)c2)c1. As a reaction SMILES: [C:35]([c:36]1[cH:37][c:38](-[c:39]2[cH:40][c:41]([C:45]([O:46][CH3:47])=[O:48])[cH:42][cH:43][n:44]2)[cH:49][cH:50][c:51]1[O:52][S:53]([C:54]([F:55])([F:56])[F:57])(=[O:58])=[O:59])#[N:60].[C:70].[CH2:1]([c:2]1[cH:3][cH:4][cH:5][cH:6][cH:7]1)[O:8][c:9]1[c:10]([C:33]#[N:34])[cH:11][c:12](-[c:15]2[c:16]([C:31]#[N:32])[cH:17][c:18](-[c:21]3[cH:22][c:23]([C:24](=[O:25])[O:26][CH3:27])[cH:28][cH:29][n:30]3)[cH:19][cH:20]2)[cH:13][cH:14]1.[CH2:63]1[O:64][CH2:65][CH2:66][CH2:67]1.[CH3:68][OH:69].[H:61][H:62].[Pd:71]>>[OH:8][c:9]1[c:10]([C:33]#[N:34])[cH:11][c:12](-[c:15]2[c:16]([C:31]#[N:32])[cH:17][c:18](-[c:21]3[cH:22][c:23]([C:24](=[O:25])[O:26][CH3:27])[cH:28][cH:29][n:30]3)[cH:19][cH:20]2)[cH:13][cH:14]1. Product: Cc1cc2c(s1)Nc1ccccc1N=C2N1CCN(C)CC1. RXN SMILES: [CH3:17][N:18]1[CH2:19][CH2:20][NH:21][CH2:22][CH2:23]1.[CH3:24][OH:25].[NH2:1][C:2]1=[N:8][c:7]2[c:6]([cH:12][cH:11][cH:10][cH:9]2)[NH:5][c:4]2[c:3]1[cH:15][c:14]([CH3:16])[s:13]2.[OH2:26]>>[N:1]1([C:2]2=[N:8][c:7]3[c:6]([cH:12][cH:11][cH:10][cH:9]3)[NH:5][c:4]3[c:3]2[cH:15][c:14]([CH3:16])[s:13]3)[CH2:20][CH2:19][N:18]([CH3:17])[CH2:23][CH2:22]1. Reactants: CN1CCNCC1, CO, Cc1cc2c(s1)Nc1ccccc1N=C2N, O. Reactants: CC(C)(c1ccccc1)N1CC(O)=C(c2ccccc2)C1=O, CC(=O)OC(C)=O, O, c1ccncc1. Yields the product CC(=O)OC1=C(c2ccccc2)C(=O)N(C(C)(C)c2ccccc2)C1. As a reaction SMILES: [CH3:1][C:2]([c:3]1[cH:4][cH:5][cH:6][cH:7][cH:8]1)([CH3:9])[N:10]1[C:11](=[O:22])[C:12]([c:16]2[cH:17][cH:18][cH:19][cH:20][cH:21]2)=[C:13]([OH:15])[CH2:14]1.[CH3:24][C:25](=[O:26])[O:27][C:28](=[O:29])[CH3:30].[OH2:23].[cH:31]1[cH:32][cH:33][n:34][cH:35][cH:36]1>>[CH3:1][C:2]([c:3]1[cH:4][cH:5][cH:6][cH:7][cH:8]1)([CH3:9])[N:10]1[C:11](=[O:22])[C:12]([c:16]2[cH:17][cH:18][cH:19][cH:20][cH:21]2)=[C:13]([O:15][C:25]([CH3:24])=[O:26])[CH2:14]1. Starting materials: C(C)C=1OC2=C(C(C1)=O)C=C(C=C2)C(CO)C (2-(2-Ethyl-4-oxo-4H-1-benzopyran-6-yl)propan-1-ol). The reagents and catalysts are [Ni] (Raney Nickel). Run in C(C)O (ethanol). Reaction conditions: time 2 hour. The product is C(C)C1OC2=C(C(C1)=O)C=C(C=C2)C(CO)C (2-(2,3-dihydro-2-ethyl-4-oxo-4H-1-benzopyran-6-yl)propanol). Isolated yield 108.8%. RXN SMILES: [CH2:1]([C:3]1[O:4][C:5]2[CH:13]=[CH:12][C:11]([CH:14]([CH3:17])[CH2:15][OH:16])=[CH:10][C:6]=2[C:7](=[O:9])[CH:8]=1)[CH3:2]>C(O)C.[Ni]>[CH2:1]([CH:3]1[CH2:8][C:7](=[O:9])[C:6]2[CH:10]=[C:11]([CH:14]([CH3:17])[CH2:15][OH:16])[CH:12]=[CH:13][C:5]=2[O:4]1)[CH3:2]. Reported procedure: 2-(2-Ethyl-4-oxo-4H-1-benzopyran-6-yl)propan-1-ol (4.1 g) was taken up in ethanol (100 ml), Raney Nickel (5.0 g) was added and the mixture hydrogenated at 45 psi for 2 hours. The catalyst was removed by filtration (Hyflo supercel) and replaced with a fresh batch (5.0 g) and hydrogenation at 45 psi continued for a further 3 hours. The catalyst was removed by filtration and the filtrate evaporated to yield 2-(2,3-dihydro-2-ethyl-4-oxo-4H-1-benzopyran-6-yl)propanol as a pale green oil (4.5 g), I.R.... Starting materials: C(C)OC(C(C1=CC=2C(CCC(C2C=C1)(C)C)(C)C)=O)=O (oxo-(5,5,8,8-tetramethyl-5,6,7,8-tetrahydro-naphthalen-2-yl)-acetic acid ethyl ester), C(C1=CC=CC=C1)O[Si](C)(C)C (benzyloxytrimethylsilane). The product is C(C)OC(C(C1=CC=2C(CCC(C2C=C1)(C)C)(C)C)OCC1=CC=CC=C1)=O ((RS)-benzyloxy-(5,5,8,8-tetramethyl-5,6,7,8-tetrahydro-naphthalen-2-yl)-acetic acid ethyl ester). The yield is 37.9%. Reaction SMILES: [CH2:1]([O:3][C:4](=[O:21])[C:5](=[O:20])[C:6]1[CH:15]=[CH:14][C:13]2[C:12]([CH3:17])([CH3:16])[CH2:11][CH2:10][C:9]([CH3:19])([CH3:18])[C:8]=2[CH:7]=1)[CH3:2].[CH2:22](O[Si](C)(C)C)[C:23]1[CH:28]=[CH:27][CH:26]=[CH:25][CH:24]=1>>[CH2:1]([O:3][C:4](=[O:21])[CH:5]([O:20][CH2:22][C:23]1[CH:28]=[CH:27][CH:26]=[CH:25][CH:24]=1)[C:6]1[CH:15]=[CH:14][C:13]2[C:12]([CH3:16])([CH3:17])[CH2:11][CH2:10][C:9]([CH3:19])([CH3:18])[C:8]=2[CH:7]=1)[CH3:2]. Procedure: 2.5 g of oxo-(5,5,8,8-tetramethyl-5,6,7,8-tetrahydro-naphthalen-2-yl)-acetic acid ethyl ester (example 15.1.a) were reacted with 1.5 g of benzyloxytrimethylsilane according to the procedure given in example 15.1.b) to give 1.2 g of (RS)-benzyloxy-(5,5,8,8-tetramethyl-5,6,7,8-tetrahydro-naphthalen-2-yl)-acetic acid ethyl ester as slightly yellow oil. The reactants are N(N)C=1C=2N(C3=CC=CC=C3N1)C=CN2 (4-hydrazinoimidazo[1,2-a]quinoxaline). Reagents/catalysts: [Ni] (Raney nickel). The solvent is O (water). The product is C1=CN=C2N1C1=CC=CC=C1N=C2N (imidazo[1,2-a]quinoxalin-4-amine). Isolated yield 108.2%. RXN SMILES: [NH:1]([C:3]1[C:4]2[N:5]([CH:13]=[CH:14][N:15]=2)[C:6]2[C:11]([N:12]=1)=[CH:10][CH:9]=[CH:8][CH:7]=2)N>[Ni].O>[CH:13]1[N:5]2[C:6]3[C:11]([N:12]=[C:3]([NH2:1])[C:4]2=[N:15][CH:14]=1)=[CH:10][CH:9]=[CH:8][CH:7]=3. Reported procedure: A mixture of 0.17 g of 4-hydrazinoimidazo[1,2-a]quinoxaline and 3.4 ml of Raney nickel in 20 ml of water is refluxed for 1.5 h. After cooling down, the mixture is filtered on Celite, followed by washing with methanolic chloroform. The filtrate is concentrated under vacuum and extracted with ethyl acetate. The organic extracts are then washed with saturated NaCl, dried and evaporated, thereby obtaining 0.17 g of imidazo[1,2-a]quinoxalin-4-amine. M.p. (DSC)=205.3° C. (onset); IR (KBr): 3301, 3143,... The reactants are NC(C)C=1N=C2N(C(C1C1=CC(=CC=C1)F)=O)C=CS2 (7-(1-amino ethyl)-6-(3-fluorophenyl)-5H-[1,3]thiazolo[3,2-a]pyrimidin-5-one), NC1=NC(=C2NC=NC2=N1)Br (2-amino-6-bromopurine), C(C)(C)N(C(C)C)CC (N,N-diisopropylethylamine). The solvent is C(C)O (ethanol). Conditions: temperature 110 celsius. Product: NC1=NC(=C2N=CNC2=N1)NC(C)C=1N=C2N(C(C1C1=CC(=CC=C1)F)=O)C=CS2 (7-{1-[(2-amino-9H-purin-6-yl)amino]ethyl}-6-(3-fluorophenyl)-5H-[1,3]thiazolo[3,2-a]pyrimidin-5-one). Reaction SMILES: [NH2:1][CH:2]([C:4]1[N:5]=[C:6]2[S:20][CH:19]=[CH:18][N:7]2[C:8](=[O:17])[C:9]=1[C:10]1[CH:15]=[CH:14][CH:13]=[C:12]([F:16])[CH:11]=1)[CH3:3].[NH2:21][C:22]1[N:30]=[C:29]2[C:25]([NH:26][CH:27]=[N:28]2)=[C:24](Br)[N:23]=1.C(N(CC)C(C)C)(C)C>C(O)C>[NH2:21][C:22]1[N:30]=[C:29]2[C:25]([N:26]=[CH:27][NH:28]2)=[C:24]([NH:1][CH:2]([C:4]2[N:5]=[C:6]3[S:20][CH:19]=[CH:18][N:7]3[C:8](=[O:17])[C:9]=2[C:10]2[CH:15]=[CH:14][CH:13]=[C:12]([F:16])[CH:11]=2)[CH3:3])[N:23]=1. Reported procedure: A mixture of 7-(1-amino ethyl)-6-(3-fluorophenyl)-5H-[1,3]thiazolo[3,2-a]pyrimidin-5-one (0.025 g, 0.086 mmol), 2-amino-6-bromopurine (0.033 g, 0.16 mmol), and N,N-diisopropylethylamine (0.027 mL, 0.16 mmol) in ethanol (0.5 mL) was heated at 110° C. overnight. The mixture was filtered and the filtrate was purified on preparative-LCMS (XBridge C18 Column, eluting with a gradient of acetonitrile/water containing 0.15% NH4OH) to give the desired product. LCMS calculated for C19H16FN8OS (M+H)+: m/z=... Reactants: N\C(\C(C)(CC1CC1)NC(=O)C1=NC=C(C(=C1)OCC(F)(F)F)C1CC1)=N/O (N-[(2Z)-2-amino-1-(cyclopropylmethyl)-2-hydroxyimino-1-methyl-ethyl]-5-cyclopropyl-4-(2,2,2-trifluoroethoxy)pyridine-2-carboxamide), N1(CCCCC1)C#N (piperidine-1-carbonitrile). Run in C(C)(=O)OCC (ethyl acetate). Conditions: temperature 130 celsius. The product is NC1=NC(=NO1)C(CC1CC1)(C)NC(=O)C1=NC=C(C(=C1)OCC(F)(F)F)C1CC1 (N-[2-(5-amino-1,2,4-oxadiazol-3-yl)-1-cyclopropylpropan-2-yl]-5-cyclopropyl-4-(2,2,2-trifluoroethoxy)pyridine-2-carboxamide). Yield: 65.9%. As a reaction SMILES: [NH2:1]/[C:2](=[N:27]\[OH:28])/[C:3]([NH:9][C:10]([C:12]1[CH:17]=[C:16]([O:18][CH2:19][C:20]([F:23])([F:22])[F:21])[C:15]([CH:24]2[CH2:26][CH2:25]2)=[CH:14][N:13]=1)=[O:11])([CH2:5][CH:6]1[CH2:8][CH2:7]1)[CH3:4].[N:29]1(C#N)CCCC[CH2:30]1>C(OCC)(=O)C>[NH2:29][C:30]1[O:28][N:27]=[C:2]([C:3]([NH:9][C:10]([C:12]2[CH:17]=[C:16]([O:18][CH2:19][C:20]([F:22])([F:23])[F:21])[C:15]([CH:24]3[CH2:25][CH2:26]3)=[CH:14][N:13]=2)=[O:11])([CH3:4])[CH2:5][CH:6]2[CH2:8][CH2:7]2)[N:1]=1. Procedure: A mixture of N-[(2Z)-2-amino-1-(cyclopropylmethyl)-2-hydroxyimino-1-methyl-ethyl]-5-cyclopropyl-4-(2,2,2-trifluoroethoxy)pyridine-2-carboxamide (example 165a, 30 mg, 74.9 μmol) in piperidine-1-carbonitrile (130 mg, 130 μl, 1.18 mmol) was heated at 130° C. in a sealed tube for 2 hours. The reaction mixture was cooled to room temperature and was diluted with ethyl acetate. The organic phase was washed with water. The organic phase was collected and the aqueous phase was back-extracted with ethyl a... Starting materials: CO\C(\C(=O)O)=C/C=1C=C2C=CN(C2=CC1)CC=1N=C(OC1C)C1=CC=CC=C1 ((Z)-2-methoxy-3-[1-(5-methyl-2-phenyl-oxazol-4-ylmethyl)-1H-indol-5-yl]-acrylic acid), [H][H] (hydrogen). Reagents/catalysts: [Pd] (Pd/C). Solvent: CO (methanol), ClCCl (dichloromethane). The product is COC(C(=O)O)CC=1C=C2C=CN(C2=CC1)CC=1N=C(OC1C)C1=CC=CC=C1 (Rac-2-Methoxy-3-[1-(5-methyl-2-phenyl-oxazol-4-ylmethyl)-1H-indol-5-yl]-propionic Acid). The yield is 60.9%. Reaction SMILES: [CH3:1][O:2]/[C:3](=[CH:7]\[C:8]1[CH:9]=[C:10]2[C:14](=[CH:15][CH:16]=1)[N:13]([CH2:17][C:18]1[N:19]=[C:20]([C:24]3[CH:29]=[CH:28][CH:27]=[CH:26][CH:25]=3)[O:21][C:22]=1[CH3:23])[CH:12]=[CH:11]2)/[C:4]([OH:6])=[O:5].[H][H]>CO.ClCCl.[Pd]>[CH3:1][O:2][CH:3]([CH2:7][C:8]1[CH:9]=[C:10]2[C:14](=[CH:15][CH:16]=1)[N:13]([CH2:17][C:18]1[N:19]=[C:20]([C:24]3[CH:25]=[CH:26][CH:27]=[CH:28][CH:29]=3)[O:21][C:22]=1[CH3:23])[CH:12]=[CH:11]2)[C:4]([OH:6])=[O:5]. Procedure details: A suspension of 80 mg of (Z)-2-methoxy-3-[1-(5-methyl-2-phenyl-oxazol-4-ylmethyl)-1H-indol-5-yl]-acrylic acid in 5 ml of methanol and 2 ml of dichloromethane and 30 mg of Pd/C 10%) was hydrogenated at 22° C. and 1 bar until hydrogen uptake ceased (3 h). The mixture was filtered, the filtrate evaporated and the residue was purified by preparative HPLC (RP-18, CH3CN/H2O, gradient) to give 49 mg of the title compound as a yellow oil. MS: (M−H)− 389.1.